Dataset: the Open Reaction Database (ORD), a public repository of structured organic reaction records. Task: describe an organic reaction: reactants, conditions, products, and yield Starting materials: COC(CNC(C1=CC(=CC=C1)NC(CCl)=O)=O)=O (N-[3-(chloroacetylamino)benzoyl]glycine methyl ester), S1C(=CC=C1)CC(=O)[O-].[K+] (potassium thiolacetate), [OH-].[K+] (potassium hydroxide), S1C(=CC=C1)CC(=O)O (thiolacetic acid). The solvent is CO (methanol), CO (methanol). Conditions: time 1 hour. The product is S1C(=CC=C1)CC(=O)[O-].[K+] (potassium thiolacetate), COC(CNC(C1=CC(=CC=C1)NC(CC(C)=O)=S)=O)=O (N-[3-(acetylthioacetylamino)benzoyl]glycine methyl ester). Yield: 86.0%. RXN SMILES: [OH-].[K+:2].[S:3]1[CH:7]=[CH:6][CH:5]=[C:4]1[CH2:8][C:9]([OH:11])=[O:10].S1C=CC=C1[CH2:17][C:18]([O-])=[O:19].[K+].[CH3:22][O:23][C:24](=[O:40])[CH2:25][NH:26][C:27](=[O:39])[C:28]1[CH:33]=[CH:32][CH:31]=[C:30]([NH:34][C:35](=O)[CH2:36]Cl)[CH:29]=1>CO>[S:3]1[CH:7]=[CH:6][CH:5]=[C:4]1[CH2:8][C:9]([O-:11])=[O:10].[K+:2].[CH3:22][O:23][C:24](=[O:40])[CH2:25][NH:26][C:27](=[O:39])[C:28]1[CH:33]=[CH:32][CH:31]=[C:30]([NH:34][C:35](=[S:3])[CH2:36][C:18](=[O:19])[CH3:17])[CH:29]=1 |f:0.1,3.4,7.8|. Procedure details: A solution of potassium thiolacetate is prepared by adding 495 ml. of 2N-methanolic potassium hydroxide (0.99 mole) during a period of 15 min. to a solution of 74.3 ml. of thiolacetic acid (79.1 g., 1.04 mole) and 500 ml. of methanol while maintaining a temperature of 1°-5° C. The methanolic potassium thiolacetate solution thus prepared is added over 0.5 hr. to a mixture of N-[3-(chloroacetylamino)benzoyl]glycine methyl ester (267.5 g., 0.94 mole) in 2 l. of methanol while maintaining a temperat... Reactants: 0, CNC (dimethylamine), NC1=NC(=C(N=C1C#N)C#N)Cl (2-amino-6-chloro-3,5-dicyanopyrazine). Solvent: O1CCCC1 (tetrahydrofuran), O1CCCC1 (tetrahydrofuran). Run at time 0.5 hour. Yields the product NC1=NC(=C(N=C1C#N)C#N)N(C)C (2-Amino-3,5-dicyano-6-(dimethylamino)pyrazine). As a reaction SMILES: [NH2:1][C:2]1[C:7]([C:8]#[N:9])=[N:6][C:5]([C:10]#[N:11])=[C:4](Cl)[N:3]=1.[CH3:13][NH:14][CH3:15]>O1CCCC1>[NH2:1][C:2]1[C:7]([C:8]#[N:9])=[N:6][C:5]([C:10]#[N:11])=[C:4]([N:14]([CH3:15])[CH3:13])[N:3]=1. Reported procedure: The starting material, 2-amino-6-chloro-3,5-dicyanopyrazine (100 mg; 0.557 mM), is prepared in accordance with the method described by Perchais and Fleury in Tetrahedron, 30:999-1009 (1974), and stirring in 1 ml of dry tetrahydrofuran. There was then added dropwise 0 54 ml of a chilled solution of dimethylamine gas in tetrahydrofuran (93 mg/ml) over 10 minutes. The reaction mixture was then stirred at room temperature for 0.5 hours; the product was removed by centrifuging, and then recrystallize... Reactants: CC(C)(C)OC(=O)NOC(=O)OC(C)(C)C, C1CCOC1, O, Cc1c(-c2ccncc2)sc(-c2ccncc2)c1CO. Yields the product Cc1c(-c2ccncc2)sc(-c2ccncc2)c1CN(OC(=O)OC(C)(C)C)C(=O)OC(C)(C)C. Reaction SMILES: [C:21]([CH3:22])([CH3:23])([CH3:24])[O:25][C:26](=[O:27])[NH:28][O:29][C:30](=[O:31])[O:32][C:33]([CH3:34])([CH3:35])[CH3:36].[CH2:38]1[O:39][CH2:40][CH2:41][CH2:42]1.[OH2:37].[OH:1][CH2:2][c:3]1[c:4](-[c:15]2[cH:16][cH:17][n:18][cH:19][cH:20]2)[s:5][c:6](-[c:9]2[cH:10][cH:11][n:12][cH:13][cH:14]2)[c:7]1[CH3:8]>>[CH2:2]([c:3]1[c:4](-[c:15]2[cH:16][cH:17][n:18][cH:19][cH:20]2)[s:5][c:6](-[c:9]2[cH:10][cH:11][n:12][cH:13][cH:14]2)[c:7]1[CH3:8])[N:28]([C:26]([O:25][C:21]([CH3:22])([CH3:23])[CH3:24])=[O:27])[O:29][C:30](=[O:31])[O:32][C:33]([CH3:34])([CH3:35])[CH3:36].